This data is from the Open Reaction Database (ORD), a public repository of structured organic reaction records. The task is: describe an organic reaction: reactants, conditions, products, and yield Reactants: [Al+3], [H-], [H-], [H-], [H-], [Li+], [Na+], C1CCOC1, [OH-], O, CC(=O)NC1CCCC(Oc2ccc3[nH]ncc3c2)C1. The product is CCNC1CCCC(Oc2ccc3[nH]ncc3c2)C1. RXN SMILES: [Al+3:22].[H-:21].[H-:24].[H-:25].[H-:26].[Li+:23].[Na+:29].[O:30]1[CH2:31][CH2:32][CH2:33][CH2:34]1.[OH-:28].[OH2:27].[nH:1]1[n:2][cH:3][c:4]2[cH:5][c:6]([O:10][CH:11]3[CH2:12][CH:13]([NH:17][C:18]([CH3:19])=[O:20])[CH2:14][CH2:15][CH2:16]3)[cH:7][cH:8][c:9]12>>[nH:1]1[n:2][cH:3][c:4]2[cH:5][c:6]([O:10][CH:11]3[CH2:12][CH:13]([NH:17][CH2:18][CH3:19])[CH2:14][CH2:15][CH2:16]3)[cH:7][cH:8][c:9]12. The reactants are CC(CCCCCC)(C)C1=CC(=C(C=C1)C=1CNCCC1)O (3-[4-(1,1-dimethylheptyl)-2-hydroxyphenyl]-1,2,5,6-tetrahydropyridine), C([O-])([O-])=O.[K+].[K+] (potassium carbonate), BrCC#C (1-bromo-2-propyne). Solvent: C(C)O (ethanol). Yields the product CC(CCCCCC)(C)C1=CC(=C(C=C1)C=1CN(CCC1)CC#C)O (3-[4-(1,1-dimethylheptyl)-2-hydroxyphenyl]-1-N-(2-propynyl)-1,2,5,6-tetrahydropyridine). RXN SMILES: [CH3:1][C:2]([C:10]1[CH:15]=[CH:14][C:13]([C:16]2[CH2:17][NH:18][CH2:19][CH2:20][CH:21]=2)=[C:12]([OH:22])[CH:11]=1)([CH3:9])[CH2:3][CH2:4][CH2:5][CH2:6][CH2:7][CH3:8].C(=O)([O-])[O-].[K+].[K+].Br[CH2:30][C:31]#[CH:32]>C(O)C>[CH3:9][C:2]([C:10]1[CH:15]=[CH:14][C:13]([C:16]2[CH2:17][N:18]([CH2:32][C:31]#[CH:30])[CH2:19][CH2:20][CH:21]=2)=[C:12]([OH:22])[CH:11]=1)([CH3:1])[CH2:3][CH2:4][CH2:5][CH2:6][CH2:7][CH3:8] |f:1.2.3|. Procedure details: A mixture of 1.0 g. (3.33 mmoles) of 3-[4-(1,1-dimethylheptyl)-2-hydroxyphenyl]-1,2,5,6-tetrahydropyridine, 539 mg. (3.90 mmoles) of anhydrous potassium carbonate and 395 mg. (3.32 mmoles) of 1-bromo-2-propyne in 23 ml. of ethanol is heated at reflux for 20 hours. The reaction mixture is evaporated and dissolved in 100 ml. of saturated sodium bicarbonate and 200 ml. of dichloromethane. The organic extract is washed with two 150 ml. portions of saturated sodium chloride, dried over magnesium sulf... Product: N1=CC=C(C=C1)C(C)NC=O (N-(1-Pyridin-4-yl-ethyl)-formamide). Reaction conditions: time 90 minute. Procedure details: 1-Pyridin-4-yl-ethanone (24.2 g, 199.77 mmol) and 10 ml of formic acid were heated to 180° C. and formamide (126 g, 2.797 mol) in 10 ml of formic acid was added within 30 min. The mixture was stirred for 90 min., cooled and poured in 100 ml of water. After addition of conc. sodium hydroxide solution until pH13 the product was extracted with diethyl-ether. The organic layer was dried with MgSO4 and evaporated. Purification by distillation (165° C./4 mbar) yields pure product. Reaction SMILES: [N:1]1[CH:6]=[CH:5][C:4]([C:7](=O)[CH3:8])=[CH:3][CH:2]=1.[CH:10]([NH2:12])=[O:11].[OH-].[Na+]>C(O)=O.O>[N:1]1[CH:6]=[CH:5][C:4]([CH:7]([NH:12][CH:10]=[O:11])[CH3:8])=[CH:3][CH:2]=1 |f:2.3|. Starting materials: C(=O)N (formamide), N1=CC=C(C=C1)C(C)=O (1-Pyridin-4-yl-ethanone), [OH-].[Na+] (sodium hydroxide), product. The solvent is C(=O)O (formic acid), C(=O)O (formic acid), O (water). Starting materials: C1CCOC1, N, O=S(=O)(Cl)c1nc[nH]n1. The product is NS(=O)(=O)c1nc[nH]n1. RXN SMILES: [CH2:11]1[O:12][CH2:13][CH2:14][CH2:15]1.[NH3:1].[nH:2]1[n:3][c:4]([S:7](=[O:8])(=[O:9])[Cl:10])[n:5][cH:6]1>>[NH2:1][S:7]([c:4]1[n:3][nH:2][cH:6][n:5]1)(=[O:8])=[O:9]. Reactants: [N+](=O)([O-])C1=CC=CC=C1 (4-nitrobenzene), [H][H] (hydrogen), CC(CC)=O (butan-2-one), C (charcoal). The reagents and catalysts are [Pt] (platinum). The product is C(C)(CC)NC1=CC=C(C=C1)C (N-sec-butyl-4-methylaniline). Reaction SMILES: [N+:1]([C:4]1[CH:9]=[CH:8][CH:7]=[CH:6][CH:5]=1)([O-])=O.[CH3:10][C:11](=O)[CH2:12][CH3:13].[CH4:15].[H][H]>[Pt]>[CH:11]([NH:1][C:4]1[CH:9]=[CH:8][C:7]([CH3:15])=[CH:6][CH:5]=1)([CH2:12][CH3:13])[CH3:10]. Procedure details: 411 g (3 mol) of 4-nitrobenzene, 238 g (3.3 mol) of butan-2-one and 8 g of a platinum catalyst on activated charcoal (sulfited; 50% moisture content) are placed in an autoclave (volume: 2 liters) fitted with a reciprocating stirrer, and are reacted at 100° C. under a hydrogen pressure of 10 bar, with stirring. When the uptake of hydrogen has ceased (after a reaction time of 5.5 hours), the mixture is cooled, the autoclave is depressurized and the catalyst is filtered off.